Dataset: the Open Reaction Database (ORD), a public repository of structured organic reaction records. Task: describe an organic reaction: reactants, conditions, products, and yield Conditions: time 18 hour. The product is ClC1=C2CC/C(/C2=CC(=C1)F)=C\C(=O)N ((E)-2-(4-chloro-6-fluoro-1-indanylidene)acetamide). Starting materials: ClC1=C2CC/C(/C2=CC(=C1)F)=C\C(=O)Cl ((E)-2-(4-chloro-6-fluoro-1-indanylidene)acetyl chloride), ice, [OH-].[NH4+] (ammonium hydroxide). Reaction SMILES: [Cl:1][C:2]1[CH:10]=[C:9]([F:11])[CH:8]=[C:7]2[C:3]=1[CH2:4][CH2:5]/[C:6]/2=[CH:12]\[C:13](Cl)=[O:14].[OH-].[NH4+:17]>ClCCl>[Cl:1][C:2]1[CH:10]=[C:9]([F:11])[CH:8]=[C:7]2[C:3]=1[CH2:4][CH2:5]/[C:6]/2=[CH:12]\[C:13]([NH2:17])=[O:14] |f:1.2|. The solvent is ClCCl (dichloromethane), ClCCl (dichloromethane). Isolated yield 43.4%. Procedure details: A solution of (E)-2-(4-chloro-6-fluoro-1-indanylidene)acetyl chloride (4.0 g, 0.015 mol) [as prepared in example 1 g] in dichloromethane (36 ml) was added dropwise to an ice-cold mixture of 30% aqueous ammonium hydroxide (2.0 ml, 0.03 mol) and dichloromethane (100 ml) and the mixture was stirred at ambient temperature for 18 h. The reaction mixture was concentrated in vacuo and the residue was partitioned between 5% aqueous sodium bicarbonate and ethyl acetate. The ethyl acetate solution was dri...